Dataset: the Open Reaction Database (ORD), a public repository of structured organic reaction records. Task: describe an organic reaction: reactants, conditions, products, and yield Reactants: [H-].[Na+] (sodium hydride), C(C=1C(O)=CC=CC1)(=O)OC (methyl salicylate), Cl.CN(C)CCCl (2-(N,N-dimethylamino)ethylchloride hydrochloride), [H-].[Na+] (sodium hydride). The solvent is C(C)#N (acetonitrile), C(C)#N (acetonitrile). Run at time 60 minute. Yields the product CN(C)CCOC1=C(C(=O)OC)C=CC=C1 (methyl 2-[2-(N,N-dimethylamino)ethyl]oxy-benzoate). Yield: 65.5%. RXN SMILES: [C:1]([O:10][CH3:11])(=[O:9])[C:2]1[C:3](=[CH:5][CH:6]=[CH:7][CH:8]=1)[OH:4].[H-].[Na+].Cl.[CH3:15][N:16]([CH2:18][CH2:19]Cl)[CH3:17]>C(#N)C>[CH3:15][N:16]([CH2:18][CH2:19][O:4][C:3]1[CH:5]=[CH:6][CH:7]=[CH:8][C:2]=1[C:1]([O:10][CH3:11])=[O:9])[CH3:17] |f:1.2,3.4|. Reported procedure: 15.2 g of methyl salicylate are dissolved in 200 ml of anhydrous acetonitrile and stirred with 4.4 g of 60% sodium hydride suspension in oil at ambient temperature for 60 minutes. To this solution is added 200 ml of absolute acetonitrile, then it is mixed with 17.4 g of 2-(N,N-dimethylamino)ethylchloride hydrochloride and 5.2 g of 60% sodium hydride suspension in oil. This solution is also stirred for 60 minutes at ambient temperature. The combined solutions are refluxed for 1 hour and then evap... Reactants: C(O)CN (ethanolamine), Cl (hydrochloric acid). The solvent is O (water). Product: [Cl-].C(O)CN (Ethanolamine chloride), Cl.C(O)CN (ethanolamine hydrochloride), lime. Reaction SMILES: [CH2:1]([CH2:3][NH2:4])[OH:2].[ClH:5]>O>[Cl-:5].[CH2:1]([CH2:3][NH2:4])[OH:2].[ClH:5].[CH2:1]([CH2:3][NH2:4])[OH:2] |f:3.4,5.6|. Procedure: Ethanolamine chloride was prepared by mixing 2207 grams of ethanolamine with 3819 grams of concentrated hydrochloric acid, to give a 1:2 solution of ethanolamine hydrochloride in water, 1125 grams of the lime of Example 1 were added to the solution, which was then stirred for a period of one hour. The solution was brown in colour. Reactants: CC(=O)C1(CC1)CC (1-ethylcyclopropyl methyl ketone), C(=O)(O)C1=CC=C(C=O)C=C1 (p-carboxybenzaldehyde), A1. Yields the product C(C)C1(CC1)C(=O)C=CC1=CC=C(C=C1)C(=O)O (2-(4-Carboxyphenyl)vinyl 1-ethylcyclopropyl ketone). Reaction SMILES: [CH3:1][C:2]([C:4]1([CH2:7][CH3:8])[CH2:6][CH2:5]1)=[O:3].[C:9]([C:12]1[CH:19]=[CH:18][C:15]([CH:16]=O)=[CH:14][CH:13]=1)([OH:11])=[O:10]>>[CH2:7]([C:4]1([C:2]([CH:1]=[CH:16][C:15]2[CH:18]=[CH:19][C:12]([C:9]([OH:11])=[O:10])=[CH:13][CH:14]=2)=[O:3])[CH2:6][CH2:5]1)[CH3:8]. Procedure: 2-(4-Carboxyphenyl)vinyl 1-ethylcyclopropyl ketone [III; Ar is 4--HO2CC6H4, R is C2H5 ] was prepared from 67.2 g. of 1-ethylcyclopropyl methyl ketone and 90 g. of p-carboxybenzaldehyde according to the procedure described above in Preparation A1, affording 40 g., m.p. 183.5°-184.5° C. when recrystallized from acetonitrile and then repeatedly from isopropyl alcohol. Reactants: O=C(Cl)C(=O)Cl, CC(C)(C)S, CC#N, Cl[Co]Cl, O=C(O)C(F)F. The product is CC(C)(C)SC(=O)C(F)F. As a reaction SMILES: [C:1]([Cl:2])(=[O:3])[C:4]([Cl:5])=[O:6].[CH3:13][C:14]([CH3:15])([CH3:16])[SH:17].[CH3:18][C:19]#[N:20].[Co:21]([Cl:22])[Cl:23].[OH:7][C:8](=[O:9])[CH:10]([F:11])[F:12]>>[O:7]=[C:8]([CH:10]([F:11])[F:12])[S:17][C:14]([CH3:13])([CH3:15])[CH3:16]. The reactants are FC(C=1C=C(C=CC1)CC(=O)OC)(F)F (methyl m-trifluoromethylphenylacetate), BrN1C(CCC1=O)=O (N-bromosuccinimide), BrN1C(CCC1=O)=O (N-bromosuccinimide), N(=NC(C#N)(C)C)C(C#N)(C)C (azobisisobutyronitrile). Reagents/catalysts: C(C)N(CC)CC (triethylamine). The solvent is C(Cl)(Cl)(Cl)Cl (carbon tetrachloride). Run at time 3 hour. Yields the product BrC(C(=O)OC)C1=CC(=CC=C1)C(F)(F)F (methyl α-bromo-m-trifluoromethylphenylacetate). As a reaction SMILES: [F:1][C:2]([F:15])([F:14])[C:3]1[CH:4]=[C:5]([CH2:9][C:10]([O:12][CH3:13])=[O:11])[CH:6]=[CH:7][CH:8]=1.[Br:16]N1C(=O)CCC1=O.N(C(C)(C)C#N)=NC(C)(C)C#N>C(Cl)(Cl)(Cl)Cl.C(N(CC)CC)C>[Br:16][CH:9]([C:5]1[CH:6]=[CH:7][CH:8]=[C:3]([C:2]([F:14])([F:15])[F:1])[CH:4]=1)[C:10]([O:12][CH3:13])=[O:11]. Procedure details: To the solution of 21.8 g of methyl m-trifluoromethylphenylacetate in 450 ml of carbon tetrachloride a portion of 18.7 g of N-bromosuccinimide is added along with several drops of triethylamine and a pinch of azobisisobutyronitrile. The mixture is warmed to reflux with a 250 watt incandescent bulb and a precipitate is formed. Thereupon the reminder of N-bromosuccinimide is added, the light removed and the solution stirred for 3 hours. It is cooled in an ice bath and the solid formed removed by f... Starting materials: C1(CC1)N (cyclopropylamine), O1C(COC2=CC=C3C(C(=C(OC3=C2)C2=CC=CC=C2)C2=CC=CC=C2)=O)C1 (7-(2,3-epoxypropoxy)-2,3-diphenylchromone). The product is C1(CC1)NCC(COC1=CC=C2C(C(=C(OC2=C1)C1=CC=CC=C1)C1=CC=CC=C1)=O)O (7-(3-cyclopropylamino-2-hydroxypropoxy)-2,3-diphenylchromone), MeOH-ether. Isolated yield 25.0%. As a reaction SMILES: [CH:1]1([NH2:4])[CH2:3][CH2:2]1.[O:5]1[CH2:32][CH:6]1[CH2:7][O:8][C:9]1[CH:18]=[C:17]2[C:12]([C:13](=[O:31])[C:14]([C:25]3[CH:30]=[CH:29][CH:28]=[CH:27][CH:26]=3)=[C:15]([C:19]3[CH:24]=[CH:23][CH:22]=[CH:21][CH:20]=3)[O:16]2)=[CH:11][CH:10]=1>>[CH:1]1([NH:4][CH2:32][CH:6]([OH:5])[CH2:7][O:8][C:9]2[CH:18]=[C:17]3[C:12]([C:13](=[O:31])[C:14]([C:25]4[CH:26]=[CH:27][CH:28]=[CH:29][CH:30]=4)=[C:15]([C:19]4[CH:24]=[CH:23][CH:22]=[CH:21][CH:20]=4)[O:16]3)=[CH:11][CH:10]=2)[CH2:3][CH2:2]1. Reported procedure: The amine was prepared according to Method B from cyclopropylamine and 7-(2,3-epoxypropoxy)-2,3-diphenylchromone and purified by high pressure liquid chromatography to give white crystals, m.p. 135°-137° (MeOH-ether), in 25% yield.